Dataset: the Open Reaction Database (ORD), a public repository of structured organic reaction records. Task: describe an organic reaction: reactants, conditions, products, and yield The reactants are O.C1(=CC=C(C=C1)C(=O)[C@@]([C@@](C(=O)O)(O)C(=O)C1=CC=C(C=C1)C)(O)C(=O)O)C.C(CC)N1C=NC=C1CS(=O)C1=CC=C(N)C=C1 (4-(((1-Propylimidazol-5-yl)methyl)sulfinyl)aniline di-p-toluoyl-D-tartarate monohydrate). Solvent: C(C)(=O)OCC (ethyl acetate). Product: C(CC)N1C=NC=C1CS(=O)C1=CC=C(N)C=C1 (4-(((1-propylimidazol-5-yl)methyl)sulfinyl)aniline). As a reaction SMILES: O.C1(C)C=CC(C([C@](C(O)=O)(O)[C@](C(C2C=CC(C)=CC=2)=O)(O)C(O)=O)=O)=CC=1.[CH2:30]([N:33]1[C:37]([CH2:38][S:39]([C:41]2[CH:47]=[CH:46][C:44]([NH2:45])=[CH:43][CH:42]=2)=[O:40])=[CH:36][N:35]=[CH:34]1)[CH2:31][CH3:32]>C(OCC)(=O)C>[CH2:30]([N:33]1[C:37]([CH2:38][S:39]([C:41]2[CH:42]=[CH:43][C:44]([NH2:45])=[CH:46][CH:47]=2)=[O:40])=[CH:36][N:35]=[CH:34]1)[CH2:31][CH3:32] |f:0.1.2|. Reported procedure: (−)-(4-(((1-Propylimidazol-5-yl)methyl)sulfinyl)aniline di-p-toluoyl-D-tartarate monohydrate (770 mg) was dissolved in ethyl acetate (5 ml) and 1N hydrochloric acid (3.91 ml), followed by separation. To the aqueous layer was added an aqueous 25% potassium carbonate solution (3.92 ml), followed by extraction with 2-propanol-ethyl acetate (1:4) three times. The organic layers were combined and washed with saturated brine, dried with magnesium sulfate, and the solvent was distilled off under reduce... Starting materials: C(C)(C)(C)OC(N(C=1C(=NC=CC1)Cl)CC=C)=O (allyl-(2-chloro-pyridin-3-yl)-carbamic acid tert-butyl ester), C([O-])([O-])=O.[K+].[K+] (potassium carbonate). Reagents/catalysts: [Cl-].C(CCC)[N+](CCCC)(CCCC)CCCC (tetrabutylammonium chloride), C(C)(=O)[O-].[Pd+2].C(C)(=O)[O-] (palladium acetate). Run in CN(C)C=O (DMF). Run at temperature 80 celsius. The product is C(C)(C)(C)OC(=O)N1C=C(C2=NC=CC=C21)C (3-methyl-pyrrolo[3,2-b]pyridine-1-carboxylic acid tert-butyl ester), C(C)(C)(C)OC(=O)N1CC(C2=NC=CC=C21)=C (3-methylene-2,3-dihydro-pyrrolo[3,2-b]pyridine-1-carboxylic acid tert-butyl ester). The yield is 45.3%. RXN SMILES: [C:1]([O:5][C:6](=[O:18])[N:7]([CH2:15][CH:16]=[CH2:17])[C:8]1[C:9](Cl)=[N:10][CH:11]=[CH:12][CH:13]=1)([CH3:4])([CH3:3])[CH3:2].C(=O)([O-])[O-].[K+].[K+]>[Cl-].C([N+](CCCC)(CCCC)CCCC)CCC.CN(C=O)C.C([O-])(=O)C.[Pd+2].C([O-])(=O)C>[C:1]([O:5][C:6]([N:7]1[C:8]2[C:9](=[N:10][CH:11]=[CH:12][CH:13]=2)[C:16]([CH3:17])=[CH:15]1)=[O:18])([CH3:4])([CH3:3])[CH3:2].[C:1]([O:5][C:6]([N:7]1[C:8]2[C:9](=[N:10][CH:11]=[CH:12][CH:13]=2)[C:16](=[CH2:17])[CH2:15]1)=[O:18])([CH3:4])([CH3:3])[CH3:2] |f:1.2.3,4.5,7.8.9|. Procedure: A mixture of allyl-(2-chloro-pyridin-3-yl)-carbamic acid tert-butyl ester (8.03 g, 30 mmol), tetrabutylammonium chloride (9.4 g, 30 mmol), palladium acetate (673 mg, 3 mmol) and potassium carbonate (12.4 g, 3 mmol) in DMF (300 mL) is heated at 80° C. for 1.5 h. The reaction is quenched with DCM and washed with water. The organic layer is dried (Na2SO4), filtered and concentrated. The residue is chromatographed through silica gel eluting with 0-40% EtOAc in heptane to afford 3-methyl-pyrrolo[3,2-... The reactants are Cl (HCl), CN1[C@@H](S[C@@H](C1=O)C)C=1C=NC=CC1 (cis-3,5-dimethyl-2-(3-pyridyl)thiazolidin-4-one). The solvent is C(C)O (ethanol). Run at temperature 0 celsius. Product: Cl.CN1C(SC(C1=O)C)C=1C=NC=CC1 (3,5-dimethyl-2-(3-pyridyl)thiazolidin-4-one hydrochloride). The yield is 86.2%. As a reaction SMILES: [ClH:1].[CH3:2][N:3]1[C:7](=[O:8])[C@@H:6]([CH3:9])[S:5][C@H:4]1[C:10]1[CH:11]=[N:12][CH:13]=[CH:14][CH:15]=1>C(O)C>[ClH:1].[CH3:2][N:3]1[C:7](=[O:8])[CH:6]([CH3:9])[S:5][CH:4]1[C:10]1[CH:11]=[N:12][CH:13]=[CH:14][CH:15]=1 |f:3.4|. Procedure details: Conc. aqueous HCl (4.75 g, 45.6 mmol) was added dropwise to a solution of cis-3,5-dimethyl-2-(3-pyridyl)thiazolidin-4-one (10 g, 48 mmol) from Example 2 in ethanol (50 ml) at room temperature. Then the mixture was cooled to 0° C., and the precipitated crystals were filtered and the title compound (9.621 g, 86.28 yield) was obtained. m.p. 190°-193° C.